Dataset: the Open Reaction Database (ORD), a public repository of structured organic reaction records. Task: describe an organic reaction: reactants, conditions, products, and yield Reactants: CC=1N(C=CN1)C1=CC=C(C=C1)I (4-(2-methylimidazol-1-yl)phenyl iodide), C(#N)C1(CC(OCC1)C)C1=CC(=CC=C1)S[Si](C(C)C)(C(C)C)C(C)C ((2SR, 4RS)-4-cyano-2-methyl-4-(3-triisopropylsilylthiophenyl)-3,4,5,6-tetrahydro-2H-pyran), CC(C)([O-])C.[K+] (potassium tert-butoxide). The reagents and catalysts are C=1C=CC(=CC1)[P](C=2C=CC=CC2)(C=3C=CC=CC3)[Pd]([P](C=4C=CC=CC4)(C=5C=CC=CC5)C=6C=CC=CC6)([P](C=7C=CC=CC7)(C=8C=CC=CC8)C=9C=CC=CC9)[P](C=1C=CC=CC1)(C=1C=CC=CC1)C=1C=CC=CC1 (tetrakis(triphenylphosphine)palladium(0)). Run in C(C)O (ethanol). Product: C(#N)C1(CC(OCC1)C)C1=CC(=CC=C1)SC1=CC=C(C=C1)N1C(=NC=C1)C ((2SR, 4RS)-4-Cyano-2-methyl-4-[3-[4-(2-methylimidazol-1-yl)phenylthio]phenyl]-3,4,5,6-tetrahydro-2H-pyran). The yield is 92.6%. Reaction SMILES: [CH3:1][C:2]1[N:3]([C:7]2[CH:12]=[CH:11][C:10](I)=[CH:9][CH:8]=2)[CH:4]=[CH:5][N:6]=1.[C:14]([C:16]1([C:23]2[CH:28]=[CH:27][CH:26]=[C:25]([S:29][Si](C(C)C)(C(C)C)C(C)C)[CH:24]=2)[CH2:21][CH2:20][O:19][CH:18]([CH3:22])[CH2:17]1)#[N:15].CC(C)([O-])C.[K+]>C(O)C.C1C=CC([P]([Pd]([P](C2C=CC=CC=2)(C2C=CC=CC=2)C2C=CC=CC=2)([P](C2C=CC=CC=2)(C2C=CC=CC=2)C2C=CC=CC=2)[P](C2C=CC=CC=2)(C2C=CC=CC=2)C2C=CC=CC=2)(C2C=CC=CC=2)C2C=CC=CC=2)=CC=1>[C:14]([C:16]1([C:23]2[CH:28]=[CH:27][CH:26]=[C:25]([S:29][C:10]3[CH:11]=[CH:12][C:7]([N:3]4[CH:4]=[CH:5][N:6]=[C:2]4[CH3:1])=[CH:8][CH:9]=3)[CH:24]=2)[CH2:21][CH2:20][O:19][CH:18]([CH3:22])[CH2:17]1)#[N:15] |f:2.3,^1:52,54,73,92|. Reported procedure: To a stirred solution of 4-(2-methylimidazol-1-yl)phenyl iodide (1.21 g, 3.1 mmol) and (2SR, 4RS)-4-cyano-2-methyl-4-(3-triisopropylsilylthiophenyl)-3,4,5,6-tetrahydro-2H-pyran (795 mg, 2.8 mmol) in ethanol (20 ml) was added tetrakis(triphenylphosphine)palladium(0) (215 mg, 0.2 mmol) and potassium tert-butoxide (383 mg, 3.4 mmol) under a nitrogen atmosphere. The resulting mixture was heated at reflux temperature for 15.5 h, then cooled and concentrated in vacuo. The residue was diluted in ethyl ...